Dataset: the Open Reaction Database (ORD), a public repository of structured organic reaction records. Task: describe an organic reaction: reactants, conditions, products, and yield Reactants: C[Si](N[Si](C)(C)C)(C)C (hexamethyldisilazane), C(=C)[Si](Cl)(Cl)Cl (vinyltrichlorosilane). Run at time 8 hour. Yields the product Cl[Si](N[Si](C)(C)C)(C=C)Cl (1,1-dichloro-1-vinyltrimethyldisilazane). Yield: 80.0%. Reaction SMILES: [CH3:1][Si:2]([CH3:9])([CH3:8])[NH:3][Si](C)(C)C.[CH:10]([Si:12]([Cl:15])(Cl)[Cl:13])=[CH2:11]>>[Cl:13][Si:12]([Cl:15])([CH:10]=[CH2:11])[NH:3][Si:2]([CH3:9])([CH3:8])[CH3:1]. Procedure: In a 250 ml three-neck flask, 50 ml of hexamethyldisilazane (38.7 g, 0.24 mol) are admixed with 70 ml of vinyltrichlorosilane (88.9 g, 0.55 mol) and stirred overnight at room temperature. The mixture is fractionated under reduced pressure. After trimethylchlorosilane and excess vinyltrichlorosilane have been distilled off, (1,1-dichloro-1-vinyl)trimethyldisilazane goes over as a clear, colorless liquid. The boiling point is 40° C. at 11 mbar, and the yield is 80%. Reactants: ClC(=O)N1C2=C(NC(C3=C1C=CC=C3)=O)C=CC=N2 (11-(chlorocarbonyl)-5,11-dihydro-6H-pyrido[2,3-b][1,4]benzodiazepin-6-one), C(C)N(CCCC1CCN(CC1)CCN)CC (2[4-[3-(diethylamino)propyl]-piperidin-1-yl]ethanamine). The solvent is C(C)(=O)OCC (ethyl acetate). The product is C(C)N(CCCC1CCN(CC1)CCNC(=O)N1C2=C(NC(C3=C1C=CC=C3)=O)C=CC=N2)CC (11-[[[2-[4-[3-(Diethylamino)propyl]-piperidin-1-yl]ethyl]amino]carbonyl]-5,11-dihydro-6H-pyrido[2,3-b][1,4]benzodiazepin-6-one). Isolated yield 92.0%. As a reaction SMILES: Cl[C:2]([N:4]1[C:10]2[CH:11]=[CH:12][CH:13]=[CH:14][C:9]=2[C:8](=[O:15])[NH:7][C:6]2[CH:16]=[CH:17][CH:18]=[N:19][C:5]1=2)=[O:3].[CH2:20]([N:22]([CH2:35][CH3:36])[CH2:23][CH2:24][CH2:25][CH:26]1[CH2:31][CH2:30][N:29]([CH2:32][CH2:33][NH2:34])[CH2:28][CH2:27]1)[CH3:21]>C(OCC)(=O)C>[CH2:35]([N:22]([CH2:20][CH3:21])[CH2:23][CH2:24][CH2:25][CH:26]1[CH2:31][CH2:30][N:29]([CH2:32][CH2:33][NH:34][C:2]([N:4]2[C:10]3[CH:11]=[CH:12][CH:13]=[CH:14][C:9]=3[C:8](=[O:15])[NH:7][C:6]3[CH:16]=[CH:17][CH:18]=[N:19][C:5]2=3)=[O:3])[CH2:28][CH2:27]1)[CH3:36]. Procedure: Prepared analogously to Example 2 from 11-(chlorocarbonyl)-5,11-dihydro-6H-pyrido[2,3-b][1,4]benzodiazepin-6-one and 2[4-[3-(diethylamino)propyl]-piperidin-1-yl]ethanamine in yield of 92% of theory. Colourless crystals, m.p. 165°-166° C. (ethyl acetate). Reactants: BrC=1C=C2C(C(=C(OC2=CC1)CN1CCOCC1)C1=CC=CC=C1)=O (6-Bromo-2-(morpholinomethyl)-3-phenyl-4H-chromen-4-one), [H][H] (hydrogen). Reagents/catalysts: [Pd] (palladium on carbon). The solvent is petroleum ether, CO (methanol). The product is O1CCN(CC1)CC=1OC2=CC=CC=C2C(C1C1=CC=CC=C1)=O (2-(Morpholinomethyl)-3-phenyl-4H-chromen-4-one). Isolated yield 100.0%. As a reaction SMILES: Br[C:2]1[CH:3]=[C:4]2[C:9](=[CH:10][CH:11]=1)[O:8][C:7]([CH2:12][N:13]1[CH2:18][CH2:17][O:16][CH2:15][CH2:14]1)=[C:6]([C:19]1[CH:24]=[CH:23][CH:22]=[CH:21][CH:20]=1)[C:5]2=[O:25].[H][H]>CO.[Pd]>[O:16]1[CH2:17][CH2:18][N:13]([CH2:12][C:7]2[O:8][C:9]3[C:4]([C:5](=[O:25])[C:6]=2[C:19]2[CH:20]=[CH:21][CH:22]=[CH:23][CH:24]=2)=[CH:3][CH:2]=[CH:11][CH:10]=3)[CH2:14][CH2:15]1. Reported procedure: To a solution of Example 2 (0.1 g, 0.249 mmoles) in methanol (10 ml), palladium on carbon 20 mg) was added and the solution was hydrogenated at RT under 5 kg/cm2 pressure of hydrogen for 4 h. The solution was filtered through celite and concentrated. The crude product was purified by column chromatography with ethyl acetate: petroleum ether to afford the title compound as brown solid (0.080 g, 87% yield).: 1H-NMR (δ ppm, DMSO-D6, 400 MHz): δ 8.08(d, J=7.8 Hz, 1H), 7.90(t, J=7.4 Hz, 1H), 7.74 (d,... Reactants: O=c1cc(OCc2ccoc2)ccn1CCc1ccc(CBr)cc1, C1CCNC1, ClCCl. The product is O=c1cc(OCc2ccoc2)ccn1CCc1ccc(CN2CCCC2)cc1. RXN SMILES: [Br:1][CH2:2][c:3]1[cH:4][cH:5][c:6]([CH2:9][CH2:10][n:11]2[c:12](=[O:24])[cH:13][c:14]([O:17][CH2:18][c:19]3[cH:20][o:21][cH:22][cH:23]3)[cH:15][cH:16]2)[cH:7][cH:8]1.[CH2:25]1[CH2:26][CH2:27][NH:28][CH2:29]1.[Cl:30][CH2:31][Cl:32]>>[CH2:2]([c:3]1[cH:4][cH:5][c:6]([CH2:9][CH2:10][n:11]2[c:12](=[O:24])[cH:13][c:14]([O:17][CH2:18][c:19]3[cH:20][o:21][cH:22][cH:23]3)[cH:15][cH:16]2)[cH:7][cH:8]1)[N:28]1[CH2:27][CH2:26][CH2:25][CH2:29]1. Reactants: CCCCC, CCCCc1cc2cc(OC)c(Cl)c(Cl)c2s1, Cl, O, c1ccncc1. Yields the product CCCCc1cc2cc(O)c(Cl)c(Cl)c2s1. Reaction SMILES: [CH3:26][CH2:27][CH2:28][CH2:29][CH3:30].[Cl:1][c:2]1[c:3]([O:16][CH3:17])[cH:4][c:5]2[c:6]([s:7][c:8]([CH2:10][CH2:11][CH2:12][CH3:13])[cH:9]2)[c:14]1[Cl:15].[ClH:18].[OH2:25].[n:19]1[cH:20][cH:21][cH:22][cH:23][cH:24]1>>[Cl:1][c:2]1[c:3]([OH:16])[cH:4][c:5]2[c:6]([s:7][c:8]([CH2:10][CH2:11][CH2:12][CH3:13])[cH:9]2)[c:14]1[Cl:15]. Starting materials: O (water), N1=CC=CC=C1 (pyridine), C(C)OC(=O)Cl (chloroformic acid ethyl ester), C(C=1C(O)=CC=CC1)(=O)NN (salicylic acid hydrazide). Run in CC(=O)N(C)C (dimethylacetamide). The product is C(C)OC(=O)N(N)C(C=1C(O)=CC=CC1)=O (N-salicyloyl-hydrazine-carboxylic acid ethyl ester). Reaction SMILES: [C:1]([NH:10][NH2:11])(=[O:9])[C:2]1[C:3](=[CH:5][CH:6]=[CH:7][CH:8]=1)[OH:4].N1C=CC=CC=1.[CH2:18]([O:20][C:21](Cl)=[O:22])[CH3:19].O>CC(N(C)C)=O>[CH2:18]([O:20][C:21]([N:10]([C:1](=[O:9])[C:2]1[C:3](=[CH:5][CH:6]=[CH:7][CH:8]=1)[OH:4])[NH2:11])=[O:22])[CH3:19]. Reported procedure: 30.4 g. of salicylic acid hydrazide are dissolved in 200 ml of dimethylacetamide and 16 g of pyridine and 22 g of chloroformic acid ethyl ester are then added simultaneously over the course of 30 minutes. Thereafter the reaction mixture is heated to 80°-90° C for 5 hours whilst stirring and is then cooled to room temperature, and about 500 ml of water are added carefully. Hereupon the N-salicyloyl-hydrazine-carboxylic acid ethyl ester produced (Stabiliser No. 1) separates out as a micro-crystall... The reactants are CC1=C(C=CC(=C1)N1CC(CC1)CN1C(CCC1)C)N (2-methyl-4-[3-(2-methyl-pyrrolidin-1-ylmethyl)-pyrrolidin-1-yl]-phenylamine), COC=1C=C2C=C(NC2=CC1)C(=O)O (5-methoxy-1H-indole-2-carboxylic acid). Product: CC1=C(C=CC(=C1)N1CC(CC1)CN1C(CCC1)C)NC(=O)C=1NC2=CC=C(C=C2C1)OC (5-Methoxy-1H-indole-2-carboxylic acid {2-methyl-4-[3-(2-methyl-pyrrolidin-1-ylmethyl)-pyrrolidin-1-yl]-phenyl}-amide). RXN SMILES: [CH3:1][C:2]1[CH:7]=[C:6]([N:8]2[CH2:12][CH2:11][CH:10]([CH2:13][N:14]3[CH2:18][CH2:17][CH2:16][CH:15]3[CH3:19])[CH2:9]2)[CH:5]=[CH:4][C:3]=1[NH2:20].[CH3:21][O:22][C:23]1[CH:24]=[C:25]2[C:29](=[CH:30][CH:31]=1)[NH:28][C:27]([C:32](O)=[O:33])=[CH:26]2>>[CH3:1][C:2]1[CH:7]=[C:6]([N:8]2[CH2:12][CH2:11][CH:10]([CH2:13][N:14]3[CH2:18][CH2:17][CH2:16][CH:15]3[CH3:19])[CH2:9]2)[CH:5]=[CH:4][C:3]=1[NH:20][C:32]([C:27]1[NH:28][C:29]2[C:25]([CH:26]=1)=[CH:24][C:23]([O:22][CH3:21])=[CH:31][CH:30]=2)=[O:33]. Reported procedure: The title compound was prepared in a manner substantially the same as Example 1 by coupling 2-methyl-4-[3-(2-methyl-pyrrolidin-1-ylmethyl)-pyrrolidin-1-yl]-phenylamine with 5-methoxy-1H-indole-2-carboxylic acid. MS: 447.5 (M+H). Reaction SMILES: C1(P(C2C=CC=CC=2)C2C=CC=CC=2)C=CC=CC=1.[N:20]([CH2:23][C@@:24]12[CH2:39][O:38][C@@H:26]([C@H:27]([N:29]3[CH:36]=[C:35]([CH3:37])[C:33](=[O:34])[NH:32][C:30]3=[O:31])[O:28]1)[C@@H:25]2[OH:40])=[N+]=[N-].N>N1C=CC=CC=1>[NH2:20][CH2:23][C@@:24]12[CH2:39][O:38][C@@H:26]([C@H:27]([N:29]3[CH:36]=[C:35]([CH3:37])[C:33](=[O:34])[NH:32][C:30]3=[O:31])[O:28]1)[C@@H:25]2[OH:40]. Procedure details: In a nitrogen stream, triphenylphosphine (49 mg, 0.19 mmol) was added to a pyridine solution (3.0 ml) of Compound 4 (28 mg, 0.095 mmol), and the mixture was stirred for 3 hours at room temperature. A 28% aqueous solution of ammonia (5.0 ml) was added, and the mixture was stirred further for 14 hours. Then, the solvent was distilled off under reduced pressure to obtain 5′-amino-5′-deoxy-5-methyl-2′-O,4′-C-methyleneuridine (Compound 5) as a crude product. Yields the product NC[C@]12[C@H]([C@H]([C@@H](O1)N1C(=O)NC(=O)C(=C1)C)OC2)O (5′-amino-5′-deoxy-5-methyl-2′-O,4′-C-methyleneuridine), crude product. Reaction conditions: time 3 hour. Starting materials: C1(=CC=CC=C1)P(C1=CC=CC=C1)C1=CC=CC=C1 (triphenylphosphine), N(=[N+]=[N-])C[C@]12[C@H]([C@H]([C@@H](O1)N1C(=O)NC(=O)C(=C1)C)OC2)O (5′-Azido-5′-deoxy-5-methyl-2′-O,4′-C-methyleneuridine), aqueous solution, N (ammonia). The solvent is N1=CC=CC=C1 (pyridine). Reactants: CC(C)=O, FC(F)(F)CN=C=S, Nc1cccc(CO)c1. Yields the product OCc1cccc(NC(=S)NCC(F)(F)F)c1. Reaction SMILES: [CH3:18][C:19](=[O:20])[CH3:21].[F:10][C:11]([CH2:12][N:13]=[C:14]=[S:15])([F:16])[F:17].[NH2:1][c:2]1[cH:3][c:4]([CH2:5][OH:6])[cH:7][cH:8][cH:9]1>>[NH:1]([c:2]1[cH:3][c:4]([CH2:5][OH:6])[cH:7][cH:8][cH:9]1)[C:14]([NH:13][CH2:12][C:11]([F:10])([F:16])[F:17])=[S:15]. Reactants: O=C([O-])O, CC(=O)OC(C)=O, [Na+], Cc1ccc(Cn2c(O)nc3c(N)nc(NCCO)nc32)cn1, c1ccncc1. Yields the product CC(=O)OCCNc1nc(N)c2nc(O)n(Cc3ccc(C)nc3)c2n1. Reaction SMILES: [C:31](=[O:32])([O-:33])[OH:34].[CH3:24][C:25](=[O:26])[O:27][C:28](=[O:29])[CH3:30].[Na+:35].[OH:1][c:2]1[n:3]([CH2:16][c:17]2[cH:18][n:19][c:20]([CH3:23])[cH:21][cH:22]2)[c:4]2[n:5][c:6]([NH:12][CH2:13][CH2:14][OH:15])[n:7][c:8]([NH2:11])[c:9]2[n:10]1.[cH:36]1[cH:37][cH:38][n:39][cH:40][cH:41]1>>[OH:1][c:2]1[n:3]([CH2:16][c:17]2[cH:18][n:19][c:20]([CH3:23])[cH:21][cH:22]2)[c:4]2[n:5][c:6]([NH:12][CH2:13][CH2:14][O:15][C:25]([CH3:24])=[O:26])[n:7][c:8]([NH2:11])[c:9]2[n:10]1.